Dataset: the Open Reaction Database (ORD), a public repository of structured organic reaction records. Task: describe an organic reaction: reactants, conditions, products, and yield Run in C(C)(=O)OCC (ethyl acetate). Procedure: A mixture of 15.0 and 16.0 (3 g, 17.6 mmol) from Preparative Example 10 was dissolved in 20 mL of ethyl acetate containing 1.0 g of 10% paladium on carbon. This mixture was stirred for 18 hours under an atmosphere of hydrogen. The catalyst was filtered and the filtrate was concentrated under vacuum giving 3.04 g of the title product as a colorless oil. The product is O1CCC(CC1)CC(=O)OCC (Ethyl tetrahydropyran-4-acetate). The yield is 100.3%. RXN SMILES: [O:1]1[CH2:6][CH2:5][C:4]([CH2:7][C:8]([O:10][CH2:11][CH3:12])=[O:9])=[CH:3][CH2:2]1>C(OCC)(=O)C>[O:1]1[CH2:6][CH2:5][CH:4]([CH2:7][C:8]([O:10][CH2:11][CH3:12])=[O:9])[CH2:3][CH2:2]1. Reactants: 15.0, O1CC=C(CC1)CC(=O)OCC (ethyl 5.6-dihydro-2 H-pyran-4-acetate). Conditions: time 18 hour. Reactants: [OH-].[K+] (Potassium hydroxide), O(C1=CC=CC=C1)C1=C(C(=NO)C#N)C=CC=C1 (2-phenoxy-α-hydroxyiminobenzyl cyanide), Cl (hydrochloric acid). Solvent: C(C)(C)(C)O (tert-butyl alcohol). The product is O(C1=CC=CC=C1)C1=C(C=CC=C1)C(C(=O)N)=NO (2-(2-phenoxyphenyl)-2-hydroxyiminoacetamide). Isolated yield 67.5%. As a reaction SMILES: [OH-:1].[K+].[O:3]([C:10]1[CH:20]=[CH:19][CH:18]=[CH:17][C:11]=1[C:12]([C:15]#[N:16])=[N:13][OH:14])[C:4]1[CH:9]=[CH:8][CH:7]=[CH:6][CH:5]=1.Cl>C(O)(C)(C)C>[O:3]([C:10]1[CH:20]=[CH:19][CH:18]=[CH:17][C:11]=1[C:12](=[N:13][OH:14])[C:15]([NH2:16])=[O:1])[C:4]1[CH:5]=[CH:6][CH:7]=[CH:8][CH:9]=1 |f:0.1|. Procedure details: 85% Potassium hydroxide (2.57 g, 38.9 mmol) and tert-butyl alcohol (40 ml) were added to 2-phenoxy-α-hydroxyiminobenzyl cyanide (E/Z=11/89)(3.10 g, 13 mmol). The mixture was heated under reflux for 10 hours. After completion of the reaction, the reaction mixture was neutralized with 1N hydrochloric acid, extracted with ethyl acetate (100 ml), dried over anhydrous magnesium sulfate and concentrated under reduced pressure. The resulting crystals were recrystallized from n-hexane/ethyl acetate to g... Starting materials: C([O-])([O-])=O.[Cs+].[Cs+] (cesium carbonate), NCCNC1=NC=C(C(=N1)C1=C(C=C(C=C1)Cl)Cl)CO ({2-[(2-aminoethyl)amino]-4-(2,4-dichlorophenyl)pyrimidin-5-yl}methan-1-ol), ClC1=NC(=C(C=C1)[N+](=O)[O-])N (2-chloro-5-nitro-6-aminopyridine). Solvent: C1CCOC1 (THF). Conditions: temperature 70 celsius. The product is ClC1=C(C=CC(=C1)Cl)C1=NC(=NC=C1CO)NCCNC1=NC=C(C=C1)[N+](=O)[O-] ([4-(2,4-dichlorophenyl)-2-({2-[(5-nitro(2-pyridyl))amino]ethyl}amino)pyrimidin-5-yl]methan-1-ol). Reaction SMILES: [NH2:1][CH2:2][CH2:3][NH:4][C:5]1[N:10]=[C:9]([C:11]2[CH:16]=[CH:15][C:14]([Cl:17])=[CH:13][C:12]=2[Cl:18])[C:8]([CH2:19][OH:20])=[CH:7][N:6]=1.C(=O)([O-])[O-].[Cs+].[Cs+].Cl[C:28]1[CH:33]=[CH:32][C:31]([N+:34]([O-:36])=[O:35])=[C:30](N)[N:29]=1>C1COCC1>[Cl:18][C:12]1[CH:13]=[C:14]([Cl:17])[CH:15]=[CH:16][C:11]=1[C:9]1[C:8]([CH2:19][OH:20])=[CH:7][N:6]=[C:5]([NH:4][CH2:3][CH2:2][NH:1][C:28]2[CH:33]=[CH:32][C:31]([N+:34]([O-:36])=[O:35])=[CH:30][N:29]=2)[N:10]=1 |f:1.2.3|. Reported procedure: {2-[(2-aminoethyl)amino]-4-(2,4-dichlorophenyl)pyrimidin-5-yl}methan-1-ol was dissolved in 3 mL of anhydrous THF and 1.47 g (4.50 mmol) of anhydrous cesium carbonate was added. 2-chloro-5-nitro-6-aminopyridine (143 mg, 0.9 mmol) was added in one portion and the yellow suspension heated at 70° C. for 18 h. The reaction mixture was filtered, concentrated and the residue chromatographed (silica gel, 5% methanol/methylene chloride) to give [4-(2,4-dichlorophenyl)-2-({2-[(5-nitro(2-pyridyl))amino]eth... The reactants are CCc1nc2c(cnn2CC)c(NC2CCOCC2)c1CNC(=O)c1ccc(NC(=O)CCCCCCCBr)cc1, CNCCO, CN(C)C=O, CCN(C(C)C)C(C)C. Product: CCc1nc2c(cnn2CC)c(NC2CCOCC2)c1CNC(=O)c1ccc(NC(=O)CCCCCCCN(C)CCO)cc1. RXN SMILES: [Br:1][CH2:2][CH2:3][CH2:4][CH2:5][CH2:6][CH2:7][CH2:8][C:9](=[O:10])[NH:11][c:12]1[cH:13][cH:14][c:15]([C:16](=[O:17])[NH:18][CH2:19][c:20]2[c:21]([NH:33][CH:34]3[CH2:35][CH2:36][O:37][CH2:38][CH2:39]3)[c:22]3[c:23]([n:24][c:25]2[CH2:26][CH3:27])[n:28]([CH2:31][CH3:32])[n:29][cH:30]3)[cH:40][cH:41]1.[CH3:42][NH:43][CH2:44][CH2:45][OH:46].[CH3:56][N:57]([CH3:58])[CH:59]=[O:60].[CH:47]([N:48]([CH2:49][CH3:50])[CH:51]([CH3:52])[CH3:53])([CH3:54])[CH3:55]>>[CH2:2]([CH2:3][CH2:4][CH2:5][CH2:6][CH2:7][CH2:8][C:9](=[O:10])[NH:11][c:12]1[cH:13][cH:14][c:15]([C:16](=[O:17])[NH:18][CH2:19][c:20]2[c:21]([NH:33][CH:34]3[CH2:35][CH2:36][O:37][CH2:38][CH2:39]3)[c:22]3[c:23]([n:24][c:25]2[CH2:26][CH3:27])[n:28]([CH2:31][CH3:32])[n:29][cH:30]3)[cH:40][cH:41]1)[N:43]([CH3:42])[CH2:44][CH2:45][OH:46]. Starting materials: FC1=C(C=CC(=C1)F)[C@]([C@@H](C)N1N=CN(C1=O)C1=CC=C(C=C1)OCC(C(F)F)(F)F)(COS(=O)(=O)C)O (2-[(1R,2S)-2-(2,4-Difluorophenyl)-2-hydroxy-3-methanesulfonyloxy-1-methylpropyl]-4-[4-(2,2,3,3-tetrafluoropropoxy)phenyl]-3(2H,4H)-1,2,4-triazolone), N1N=CN=C1 (1H-1,2,4-triazole), C([O-])([O-])=O.[K+].[K+] (potassium carbonate). Run in CN(C=O)C (dimethylformamide). Run at temperature 90 celsius. The product is FC1=C(C=CC(=C1)F)[C@]([C@@H](C)N1N=CN(C1=O)C1=CC=C(C=C1)OCC(C(F)F)(F)F)(CN1N=CN=C1)O (2-[(1R,2R)-2-(2,4-difluorophenyl)-2-hydroxy-1-methyl-3-(1H-1,2,4-triazol-1-yl)propyl]-4-[4-(2,2,3,3-tetrafluoropropoxy)phenyl]-3(2H,4H)-1,2,4-triazolone). The yield is 76.6%. As a reaction SMILES: [F:1][C:2]1[CH:7]=[C:6]([F:8])[CH:5]=[CH:4][C:3]=1[C@@:9]([OH:38])([CH2:32]OS(C)(=O)=O)[C@H:10]([N:12]1[C:16](=[O:17])[N:15]([C:18]2[CH:23]=[CH:22][C:21]([O:24][CH2:25][C:26]([F:31])([F:30])[CH:27]([F:29])[F:28])=[CH:20][CH:19]=2)[CH:14]=[N:13]1)[CH3:11].[NH:39]1[CH:43]=[N:42][CH:41]=[N:40]1.C(=O)([O-])[O-].[K+].[K+]>CN(C)C=O>[F:1][C:2]1[CH:7]=[C:6]([F:8])[CH:5]=[CH:4][C:3]=1[C@@:9]([OH:38])([CH2:32][N:39]1[CH:43]=[N:42][CH:41]=[N:40]1)[C@H:10]([N:12]1[C:16](=[O:17])[N:15]([C:18]2[CH:23]=[CH:22][C:21]([O:24][CH2:25][C:26]([F:31])([F:30])[CH:27]([F:28])[F:29])=[CH:20][CH:19]=2)[CH:14]=[N:13]1)[CH3:11] |f:2.3.4|. Procedure details: 2-[(1R,2S)-2-(2,4-Difluorophenyl)-2-hydroxy-3-methanesulfonyloxy-1-methylpropyl]-4-[4-(2,2,3,3-tetrafluoropropoxy)phenyl]-3(2H,4H)-1,2,4-triazolone (10 g) was dissolved in 180 ml of dimethylformamide, to which 5.7 g of 1H-1,2,4-triazole and 23.2 g of potassium carbonate were added. The mixture was heated at 90° C. for 5 hours. The reaction solution was concentrated under reduced pressure to ca. 100 ml and diluted with a mixture of 400 ml of ethyl acetate and 200 ml of diisopropyl ether. The mixt...